This data is from the Open Reaction Database (ORD), a public repository of structured organic reaction records. The task is: describe an organic reaction: reactants, conditions, products, and yield Starting materials: CCOC(C)=O, O=NN1CCNCC1, C1COCCO1, O, O=C(Cl)c1cccs1, c1ccncc1. The product is O=NN1CCN(C(=O)c2cccs2)CC1. RXN SMILES: [CH3:23][CH2:24][O:25][C:26](=[O:27])[CH3:28].[N:1](=[O:2])[N:3]1[CH2:4][CH2:5][NH:6][CH2:7][CH2:8]1.[O:29]1[CH2:30][CH2:31][O:32][CH2:33][CH2:34]1.[OH2:35].[c:15]1([C:20](=[O:21])[Cl:22])[cH:16][cH:17][cH:18][s:19]1.[cH:9]1[cH:10][cH:11][n:12][cH:13][cH:14]1>>[N:1](=[O:2])[N:3]1[CH2:4][CH2:5][N:6]([C:20]([c:15]2[cH:16][cH:17][cH:18][s:19]2)=[O:21])[CH2:7][CH2:8]1.